From a dataset of the Open Reaction Database (ORD), a public repository of structured organic reaction records. describe an organic reaction: reactants, conditions, products, and yield The reactants are C1(=CC=CC=C1)C1=C(C[Mg]Br)C=CC=C1 (2-phenyl benzyl magnesium bromide), C1(=CC=CC=C1)C1=C(CBr)C=CC=C1 (2-phenylbenzyl bromide), FC(CCCC(=O)C1CN(CCO1)CC1=CC=CC=C1)(F)F (5,5,5-Trifluoro-1-[4-(phenylmethyl)morpholin-2-yl]pentan-1-one), C1(=CC=CC=C1)C1=C(C[Mg]Br)C=CC=C1 (2-phenyl benzyl magnesium bromide). The product is C1(=CC=CC=C1)C1=C(C[Mg]Br)C=CC=C1 (2-Phenylbenzyl magnesium bromide), C1(=C(C=CC=C1)CC(CCCC(F)(F)F)(O)C1CN(CCO1)CC1=CC=CC=C1)C1=CC=CC=C1 (1-[1,1′-Biphenyl]-2-yl-6,6,6-trifluoro-2-[4-(phenylmethyl)morpholin-2-yl]hexan-2-ol). The yield is 28.0%. Reaction SMILES: [F:1][C:2]([F:22])([F:21])[CH2:3][CH2:4][CH2:5][C:6]([CH:8]1[O:13][CH2:12][CH2:11][N:10]([CH2:14][C:15]2[CH:20]=[CH:19][CH:18]=[CH:17][CH:16]=2)[CH2:9]1)=[O:7].[C:23]1([C:29]2[CH:37]=[CH:36][CH:35]=[CH:34][C:30]=2[CH2:31][Mg:32][Br:33])[CH:28]=[CH:27][CH:26]=[CH:25][CH:24]=1.[C:38]1([C:44]2[CH:51]=[CH:50][CH:49]=[CH:48][C:45]=2[CH2:46]Br)[CH:43]=[CH:42][CH:41]=[CH:40][CH:39]=1>>[C:23]1([C:29]2[CH:37]=[CH:36][CH:35]=[CH:34][C:30]=2[CH2:31][Mg:32][Br:33])[CH:24]=[CH:25][CH:26]=[CH:27][CH:28]=1.[C:44]1([C:38]2[CH:39]=[CH:40][CH:41]=[CH:42][CH:43]=2)[CH:51]=[CH:50][CH:49]=[CH:48][C:45]=1[CH2:46][C:6]([CH:8]1[O:13][CH2:12][CH2:11][N:10]([CH2:14][C:15]2[CH:20]=[CH:19][CH:18]=[CH:17][CH:16]=2)[CH2:9]1)([OH:7])[CH2:5][CH2:4][CH2:3][C:2]([F:1])([F:21])[F:22]. Reported procedure: Compound 67 is prepared from 10 (0.853 g, 2.71 mmol) and 2-phenyl benzyl magnesium bromide (0.25 M solution in diethyl ether, 1.2 eq) following General Procedure 2. 2-Phenylbenzyl magnesium bromide is prepared from commercially available (Aldrich) 2-phenylbenzyl bromide following General Procedure 5. Further 2-phenyl benzyl magnesium bromide is added later (19.2 mL, 4.8 mmol). Purification by automated column chromatography (eluent, EtOAc/cyclohexane 20/80 to 40/60 [v/v]), followed by ion exchan... Starting materials: FC=1C=C(F)C(F)=C(F)C1F. Reagents/catalysts: O1B(OC(C)(C)C1(C)C)B2OC(C)(C)C(O2)(C)C, N=1C=CC=CC1N2B(NC=3C=CC=CC32)B4NC=5C=CC=CC5N4C6=NC=CC=C6, C[OH2+].C[OH2+].C1CC=CCCC=C1.C1CC=CCCC=C1.[Ir].[Ir]. Run in O(C)C1CCCC1. Conditions: temperature 100 celsius, time 16 hour. The product is FC=1C(F)=C(F)C(B2OC(C)(C)C(O2)(C)C)=C(F)C1F. The yield is 87.0%. Reported procedure: The general procedure A was followed using 1,2,3,4,5-pentafluorobenzene (55.4 uL, 0.5 mmol) and B2pin2 (126.9 mg, 0.5 mmol, 1.0 eq.) as starting material. The resulting mixture was allowed to stir 16 hours at 100 oC. 5n was obtained as colorless oil (128.2 mg, 87%) after purification by silica gel flash chromatography (EtOAc/PE=1:10 v/v).